Dataset: the Open Reaction Database (ORD), a public repository of structured organic reaction records. Task: describe an organic reaction: reactants, conditions, products, and yield Starting materials: BrCCCCCCCC1=C(CO)C=CC=C1 (2-(7-bromoheptyl) benzyl alcohol). Reagents/catalysts: [O-2].[Mn+2] (manganese oxide). Run in C(C)(=O)OCC (ethyl acetate). Conditions: time 1 hour. The product is BrCCCCCCCC1=C(C=O)C=CC=C1 (2-(7-Bromoheptyl)benzaldehyde). RXN SMILES: [Br:1][CH2:2][CH2:3][CH2:4][CH2:5][CH2:6][CH2:7][CH2:8][C:9]1[CH:16]=[CH:15][CH:14]=[CH:13][C:10]=1[CH2:11][OH:12]>[O-2].[Mn+2].C(OCC)(=O)C>[Br:1][CH2:2][CH2:3][CH2:4][CH2:5][CH2:6][CH2:7][CH2:8][C:9]1[CH:16]=[CH:15][CH:14]=[CH:13][C:10]=1[CH:11]=[O:12] |f:1.2|. Procedure: To ethyl acetate (150 ml), cooled to 0° C., was added manganese oxide (15 g) followed by 2-(7-bromoheptyl) benzyl alcohol (3.39 g, 1.2 mmoles). The reaction mixture was permitted to warm to room temperature slowly, and stirred for 1 hour. The mixture was then cooled to 0° C. and stirred for 18 hours. Subsequently the mixture was filtered and evaporated to yield the desired product. Reactants: CC(=O)OC(C)=O, Cl, CC1=C(C#N)C(c2ccc(C#N)cc2)n2nc(N)nc2N1c1cccc(C(F)(F)F)c1, c1ccncc1. Product: CC(=O)Nc1nc2n(n1)C(c1ccc(C#N)cc1)C(C#N)=C(C)N2c1cccc(C(F)(F)F)c1. RXN SMILES: [CH3:33][C:34](=[O:35])[O:36][C:37](=[O:38])[CH3:39].[ClH:1].[NH2:2][c:3]1[n:4][n:5]2[c:6]([n:32]1)[N:7]([c:22]1[cH:23][c:24]([C:28]([F:29])([F:30])[F:31])[cH:25][cH:26][cH:27]1)[C:8]([CH3:21])=[C:9]([C:19]#[N:20])[CH:10]2[c:11]1[cH:12][cH:13][c:14]([C:17]#[N:18])[cH:15][cH:16]1.[cH:40]1[cH:41][cH:42][n:43][cH:44][cH:45]1>>[NH:2]([c:3]1[n:4][n:5]2[c:6]([n:32]1)[N:7]([c:22]1[cH:23][c:24]([C:28]([F:29])([F:30])[F:31])[cH:25][cH:26][cH:27]1)[C:8]([CH3:21])=[C:9]([C:19]#[N:20])[CH:10]2[c:11]1[cH:12][cH:13][c:14]([C:17]#[N:18])[cH:15][cH:16]1)[C:34]([CH3:33])=[O:35]. The reactants are C(C1=CC=CC=C1)(=O)NC1=C(C=C(C=C1)[N+](=O)[O-])C#N (N-benzoyl 2-cyano-4-nitroaniline), [Sn](Cl)Cl (tin (II) chloride), N (ammonia). The solvent is C(C)(=O)OCC (ethyl acetate). Yields the product C(C1=CC=CC=C1)(=O)NC1=C(C=C(C=C1)N)C#N (N-benzoyl 2-cyano-4-aminoaniline). The yield is 88.3%. As a reaction SMILES: [C:1]([NH:9][C:10]1[CH:15]=[CH:14][C:13]([N+:16]([O-])=O)=[CH:12][C:11]=1[C:19]#[N:20])(=[O:8])[C:2]1[CH:7]=[CH:6][CH:5]=[CH:4][CH:3]=1.[Sn](Cl)Cl.N>C(OCC)(=O)C>[C:1]([NH:9][C:10]1[CH:15]=[CH:14][C:13]([NH2:16])=[CH:12][C:11]=1[C:19]#[N:20])(=[O:8])[C:2]1[CH:3]=[CH:4][CH:5]=[CH:6][CH:7]=1. Procedure details: A mixture of N-benzoyl 2-cyano-4-nitroaniline (3.38 g, 12.6 mmol) and tin (II) chloride (14.3 g, 63.2 mmol) were heated in ethyl acetate (200 ml) at reflux for 2.5 hours under an inert atmosphere. The reaction was allowed to cool to ambient temperature, concentrated aqueous ammonia (20 ml) added and the reaction was then filtered. Evaporation of the organic layer in vacuo yielded N-benzoyl 2-cyano-4-aminoaniline (2.64 g, 88% yield) as a yellow solid: Reactants: C(C)OC(=O)C=1C=NC2=CC(=CC=C2C1OS(=O)(=O)C(F)(F)F)C(F)(F)F (4-Trifluoromethanesulfonyloxy-7-trifluoromethyl-quinoline-3-carboxylic acid ethyl ester), C(#N)C1=C(C=CC=C1)B(O)O (2-cyanophenylboronic acid), P(=O)([O-])([O-])[O-].[K+].[K+].[K+] (potassium phosphate). Reagents/catalysts: C=1C=CC(=CC1)[P](C=2C=CC=CC2)(C=3C=CC=CC3)[Pd]([P](C=4C=CC=CC4)(C=5C=CC=CC5)C=6C=CC=CC6)([P](C=7C=CC=CC7)(C=8C=CC=CC8)C=9C=CC=CC9)[P](C=1C=CC=CC1)(C=1C=CC=CC1)C=1C=CC=CC1 (tetrakis(triphenylphosphine)palladium(0)). Run in O1CCOCC1 (dioxane), C(C)(=O)OCC (ethyl acetate). The product is C(C)OC(=O)C=1C=NC2=CC(=CC=C2C1C1=CC(=CC=C1)C#N)C(F)(F)F (4-(3-cyano-phenyl)-7-trifluoromethyl-quinoline-3-carboxylic acid ethyl ester). RXN SMILES: [CH2:1]([O:3][C:4]([C:6]1[CH:7]=[N:8][C:9]2[C:14]([C:15]=1OS(C(F)(F)F)(=O)=O)=[CH:13][CH:12]=[C:11]([C:24]([F:27])([F:26])[F:25])[CH:10]=2)=[O:5])[CH3:2].[C:28]([C:30]1[CH:35]=[CH:34][CH:33]=[CH:32][C:31]=1B(O)O)#[N:29].P([O-])([O-])([O-])=O.[K+].[K+].[K+]>O1CCOCC1.C(OCC)(=O)C.C1C=CC([P]([Pd]([P](C2C=CC=CC=2)(C2C=CC=CC=2)C2C=CC=CC=2)([P](C2C=CC=CC=2)(C2C=CC=CC=2)C2C=CC=CC=2)[P](C2C=CC=CC=2)(C2C=CC=CC=2)C2C=CC=CC=2)(C2C=CC=CC=2)C2C=CC=CC=2)=CC=1>[CH2:1]([O:3][C:4]([C:6]1[CH:7]=[N:8][C:9]2[C:14]([C:15]=1[C:32]1[CH:33]=[CH:34][CH:35]=[C:30]([C:28]#[N:29])[CH:31]=1)=[CH:13][CH:12]=[C:11]([C:24]([F:27])([F:26])[F:25])[CH:10]=2)=[O:5])[CH3:2] |f:2.3.4.5,^1:62,64,83,102|. Procedure: 4-Trifluoromethanesulfonyloxy-7-trifluoromethyl-quinoline-3-carboxylic acid ethyl ester (417 mg, 1 mmol), 2-cyanophenylboronic acid (162 mg, 1.1 mmol), tetrakis(triphenylphosphine)palladium(0) (58 mg) and potassium phosphate (318 mg, 1.5 mmol) were heated together in dioxane (5 mL) to 80° C. overnight. The reaction mixture was then diluted with ethyl acetate and washed with brine twice. The organic layer was dried over sodium sulfate, concentrated, and the residue purified by flash column eluted...